From a dataset of the Open Reaction Database (ORD), a public repository of structured organic reaction records. describe an organic reaction: reactants, conditions, products, and yield The reactants are C(C)#N.O (ACN water), ClC=1C(=NC2=CC=CC(=C2N1)C1=CC=2C(NCCC2N1)=O)C (2-(3-chloro-2-methylquinoxalin-5-yl)-6,7-dihydro-1H-pyrrolo[3,2-c]pyridin-4(5H)-one), Cl.FC(C(C)(N)C)(F)F (1,1,1-trifluoro-2-methylpropan-2-amine hydrochloride), Pd(tBu3P)2, K2PO4. Run in C(Cl)Cl (DCM), CC(=O)N(C)C (DMA). Reaction conditions: temperature 120 celsius, time 5 hour. The product is C(=O)(C(F)(F)F)O (TFA), CC1=NC2=CC=CC(=C2N=C1NC(C(F)(F)F)(C)C)C1=CC=2C(NCCC2N1)=O (2-(2-methyl-3-((1,1,1-trifluoro-2-methylpropan-2-yl)amino)quinoxalin-5-yl)-6,7-dihydro-1H-pyrrolo[3,2-c]pyridin-4(5H)-one). The yield is 2.0%. As a reaction SMILES: Cl[C:2]1[C:3]([CH3:22])=[N:4][C:5]2[C:10]([N:11]=1)=[C:9]([C:12]1[NH:20][C:19]3[CH2:18][CH2:17][NH:16][C:15](=[O:21])[C:14]=3[CH:13]=1)[CH:8]=[CH:7][CH:6]=2.Cl.[F:24][C:25]([F:31])([F:30])[C:26]([CH3:29])([NH2:28])[CH3:27].C(#N)C.[OH2:35]>CC(N(C)C)=O.C(Cl)Cl>[C:26]([OH:21])([C:25]([F:31])([F:30])[F:24])=[O:35].[CH3:22][C:3]1[C:2]([NH:28][C:26]([CH3:29])([CH3:27])[C:25]([F:31])([F:30])[F:24])=[N:11][C:10]2[C:5](=[CH:6][CH:7]=[CH:8][C:9]=2[C:12]2[NH:20][C:19]3[CH2:18][CH2:17][NH:16][C:15](=[O:21])[C:14]=3[CH:13]=2)[N:4]=1 |f:1.2,3.4|. Reported procedure: A mixture of 2-(3-chloro-2-methylquinoxalin-5-yl)-6,7-dihydro-1H-pyrrolo[3,2-c]pyridin-4(5H)-one (254c, 85 mg, 0.272 mmol), 1,1,1-trifluoro-2-methylpropan-2-amine hydrochloride (178 mg, 1.087 mmol, Oakwood Products, West Columbia, S.C.), Pd(tBu3P)2 (Strem, Newburyport, Mass.; 13.89 mg, 0.027 mmol), and K2PO4 (346 mg, 1.631 mmol) in DMA (2718 μl) was stirred at 120° C. for 5 h; the reaction was then heated to 145° C. for 2.5 d. The mixture was diluted with DCM (100 ml), and washed with saturated ...